Dataset: the Open Reaction Database (ORD), a public repository of structured organic reaction records. Task: describe an organic reaction: reactants, conditions, products, and yield The reactants are COC(CCNC(=O)C=1SC(=CC1)C(CCC(F)(F)F)SC1=CC(=C(C(=C1)C)Br)C)=O (3-({5-[1-(4-bromo-3,5-dimethyl-phenylsulfanyl)-4,4,4-trifluoro-butyl]-thiophene-2-carbonyl}-amino)-propionic acid methyl ester), C(C)(C)(C)C1=CC=C(C=C1)B(O)O (4-t-butyl-phenyl boronic acid). Yields the product COC(CCNC(=O)C=1SC(=CC1)C(CCC(F)(F)F)SC1=CC(=C(C(=C1)C)C1=CC=C(C=C1)C(C)(C)C)C)=O (3-({5-[1-(4′-tert-Butyl-2,6-dimethyl-biphenyl-4-ylsulfanyl)-4,4,4-trifluoro-butyl]-thiophene-2-carbonyl}-amino)-propionic acid methyl ester). As a reaction SMILES: [CH3:1][O:2][C:3](=[O:31])[CH2:4][CH2:5][NH:6][C:7]([C:9]1[S:10][C:11]([CH:14]([S:21][C:22]2[CH:27]=[C:26]([CH3:28])[C:25](Br)=[C:24]([CH3:30])[CH:23]=2)[CH2:15][CH2:16][C:17]([F:20])([F:19])[F:18])=[CH:12][CH:13]=1)=[O:8].[C:32]([C:36]1[CH:41]=[CH:40][C:39](B(O)O)=[CH:38][CH:37]=1)([CH3:35])([CH3:34])[CH3:33]>>[CH3:1][O:2][C:3](=[O:31])[CH2:4][CH2:5][NH:6][C:7]([C:9]1[S:10][C:11]([CH:14]([S:21][C:22]2[CH:27]=[C:26]([CH3:28])[C:25]([C:39]3[CH:40]=[CH:41][C:36]([C:32]([CH3:35])([CH3:34])[CH3:33])=[CH:37][CH:38]=3)=[C:24]([CH3:30])[CH:23]=2)[CH2:15][CH2:16][C:17]([F:20])([F:19])[F:18])=[CH:12][CH:13]=1)=[O:8]. Procedure: This compound is made by the general method as exemplified in Preparation 77 using 3-({5-[1-(4-bromo-3,5-dimethyl-phenylsulfanyl)-4,4,4-trifluoro-butyl]-thiophene-2-carbonyl}-amino)-propionic acid methyl ester chiral Isomer 2 and 4-t-butyl-phenyl boronic acid as the starting materials. MS(ES): 592.2 [M+H]+. The reactants are NC=1C(=NC=C(C#N)C1)OC1=C(C=CC=C1)C(C)(C)C (5-Amino-6-(2-tert-butylphenoxy)nicotinonitrile), 63c, [Cu]C#N (copper (1) cyanide), O1CCOCC1 (dioxane). The reagents and catalysts are [C-]#N.C(C)[N+](CC)(CC)CC (tetraethylammonium cyanide), C=1C=CC(=CC1)/C=C/C(=O)/C=C/C2=CC=CC=C2.C=1C=CC(=CC1)/C=C/C(=O)/C=C/C2=CC=CC=C2.C=1C=CC(=CC1)/C=C/C(=O)/C=C/C2=CC=CC=C2.[Pd].[Pd] (tris(dibenzilideneacetone)dipalladium(0)), C1(=CC=CC=C1)P(C1=CC=CC=C1)[C-]1C=CC=C1.[C-]1(C=CC=C1)P(C1=CC=CC=C1)C1=CC=CC=C1.[Fe+2] (bis(diphenylphosphino)ferrocene). The solvent is CCOCC (ether). Reaction conditions: temperature 105 celsius. Yields the product C(C)(C)(C)C1=C(OC2=NC=C(C=C2NC(=O)NC2=CC=C(C=C2)C(C)(C)C)C#N)C=CC=C1 (1-(2-(2-tert-Butylphenoxy)-5-cyanopyridin-3-yl)-3-(4-tert-butylphenyl)urea). Reaction SMILES: [NH2:1][C:2]1[C:3]([O:10][C:11]2[CH:16]=[CH:15][CH:14]=[CH:13][C:12]=2[C:17]([CH3:20])([CH3:19])[CH3:18])=[N:4][CH:5]=[C:6]([CH:9]=1)[C:7]#[N:8].[Cu][C:22]#[N:23].[O:24]1[CH2:29]COCC1>[C-]#N.C([N+](CC)(CC)CC)C.CCOCC.C1C=CC(/C=C/C(/C=C/C2C=CC=CC=2)=O)=CC=1.C1C=CC(/C=C/C(/C=C/C2C=CC=CC=2)=O)=CC=1.C1C=CC(/C=C/C(/C=C/C2C=CC=CC=2)=O)=CC=1.[Pd].[Pd].C1(P([C-]2C=CC=C2)C2C=CC=CC=2)C=CC=CC=1.[C-]1(P(C2C=CC=CC=2)C2C=CC=CC=2)C=CC=C1.[Fe+2]>[C:17]([C:12]1[CH:13]=[CH:14][CH:15]=[CH:16][C:11]=1[O:10][C:3]1[C:2]([NH:1][C:29]([NH:23][C:22]2[CH:14]=[CH:13][C:12]([C:17]([CH3:20])([CH3:19])[CH3:18])=[CH:11][CH:16]=2)=[O:24])=[CH:9][C:6]([C:7]#[N:8])=[CH:5][N:4]=1)([CH3:20])([CH3:19])[CH3:18] |f:3.4,6.7.8.9.10,11.12.13|. Reported procedure: 5-Amino-6-(2-tert-butylphenoxy)nicotinonitrile: A mixture of 63c (676 mg, 2.1 mmol), copper (1) cyanide (755 mg, 8.4 mmol), tris(dibenzilideneacetone)dipalladium(0) (77 mg, 0.08 mmol), bis(diphenylphosphino)ferrocene (187 mg, 0.34 mmol) and tetraethylammonium cyanide (330 mg, 2.1 mmol) in dioxane (11 mL) was heated at 105° C. overnight. The mixture was cooled to rt, diluted with ether (50 mL), filtered through Celite® and silica (3 g) and concentrated to give a brown solid (883 mg). The solid wa... Starting materials: FC1=CC(=C(C=C1)N1N=NNC1=O)OC(C)C (1-(4-fluoro-2-isopropoxyphenyl)-1H-tetrazol-5(4H)-one), C(=O)([O-])[O-].[K+].[K+] (K2CO3), IC (iodomethane). Solvent: CN(C)C=O (DMF). Product: FC1=CC(=C(C=C1)N1N=NN(C1=O)C)OC(C)C (1-(4-fluoro-2-isopropoxyphenyl)-4-methyl-1H-tetrazol-5(4H)-one). Yield: 80.7%. RXN SMILES: [F:1][C:2]1[CH:7]=[CH:6][C:5]([N:8]2[C:12](=[O:13])[NH:11][N:10]=[N:9]2)=[C:4]([O:14][CH:15]([CH3:17])[CH3:16])[CH:3]=1.[C:18]([O-])([O-])=O.[K+].[K+].IC>CN(C=O)C>[F:1][C:2]1[CH:7]=[CH:6][C:5]([N:8]2[C:12](=[O:13])[N:11]([CH3:18])[N:10]=[N:9]2)=[C:4]([O:14][CH:15]([CH3:17])[CH3:16])[CH:3]=1 |f:1.2.3|. Reported procedure: A mixture of 1-(4-fluoro-2-isopropoxyphenyl)-1H-tetrazol-5(4H)-one (4.10 g, 17.2 mmol, 1 equiv), K2CO3 (7.15 g, 52.0 mmol, 3 equiv), and iodomethane (3.25 mL, 52.0 mmol, 3 equiv) in DMF (40 mL) was stirred at RT ON. The reaction mixture was partitioned between water and EtOAc, then the layers were separated. The aqueous layer was extracted with EtOAc 2×, and the combined organic layer was washed with brine 1×. The organic layer was dried over Na2SO4, filtered, and concentrated to dryness to prov... Reactants: CC1=CC(=O)C2=C(C(=C3C(=C2OC)C=CO3)OC)O1 (khellin), [OH-].[K+] (potassium hydroxide), CC1=CC(=O)C2=C(C(=C3C(=C2OC)C=CO3)OC)O1 (khellin), CC1=CC(=O)C2=C(C(=C3C(=C2OC)C=CO3)OC)O1 (khellin), Cl (hydrochloric acid). The solvent is O (water). Product: CC(=O)C=1C(=C(C2=C(C=CO2)C1OC)OC)O (6-Hydroxy-4,7-dimethoxy-5-benzofuranyl methyl ketone). The yield is 92.2%. Reaction SMILES: [OH-].[K+].CC1[O:21][C:9]2[C:10]([O:19][CH3:20])=[C:11]3[O:18][CH:17]=[CH:16][C:12]3=[C:13]([O:14][CH3:15])[C:8]=2[C:6](=[O:7])[CH:5]=1.Cl>O>[CH3:5][C:6]([C:8]1[C:9]([OH:21])=[C:10]([O:19][CH3:20])[C:11]2[O:18][CH:17]=[CH:16][C:12]=2[C:13]=1[O:14][CH3:15])=[O:7] |f:0.1|. Procedure: To a stirred solution of potassium hydroxide (193.2 g) in 1.5 l of water, heated to 75° C., is added 300 g of khellin (formula XXI) in 50 g portions over a period of 30 minutes. When khellin addition is complete, the resulting mixture is then heated to reflux for 2 hr and thereafter cooled to ambient temperature. Concentrated hydrochloric acid (300 ml) is then added to the cooled solution and the resulting precipitate is collected by filtration and dried at ambient temperature in a vacuum for 18... Reactants: CCOCC (ether), CC(CC)SC1=CC=C(OCCNC(OCC)=O)C=C1 (ethyl N-[4-(1-methylpropylthio)phenoxyethyl]carbamate), I(=O)(=O)(=O)[O-].[Na+] (sodium metaperiodate). Solvent: O (water), CO (methanol), O (water). Reaction conditions: time 3 hour. Yields the product CC(CC)S(=O)C1=CC=C(OCCNC(OCC)=O)C=C1 (ethyl N-{2-[4-(1-methylpropylsulfinyl)phenoxy]ethyl}carbamate), compound 80. Reaction SMILES: [CH3:1][CH:2]([S:5][C:6]1[CH:20]=[CH:19][C:9]([O:10][CH2:11][CH2:12][NH:13][C:14](=[O:18])[O:15][CH2:16][CH3:17])=[CH:8][CH:7]=1)[CH2:3][CH3:4].I([O-])(=O)(=O)=[O:22].[Na+].CCOCC>CO.O>[CH3:1][CH:2]([S:5]([C:6]1[CH:20]=[CH:19][C:9]([O:10][CH2:11][CH2:12][NH:13][C:14](=[O:18])[O:15][CH2:16][CH3:17])=[CH:8][CH:7]=1)=[O:22])[CH2:3][CH3:4] |f:1.2|. Reported procedure: To a solution of ethyl N-[4-(1-methylpropylthio)phenoxyethyl]carbamate (cpd. 40, from Example 13) (2.12 g, 7.1 mmol) in 7 ml of methanol at 0° is added, dropwise over 5 min., sodium metaperiodate (1.67 g, 7.8 mmol) in 13 ml of water. The mixture is stirred for 3 hours while warming to RT. The reaction is worked up by addition of water and extraction with ether. The combined organic extracts are washed with saturated sodium thiosulfate, with water and with brine, dried and the solvent is removed ...